Dataset: the Open Reaction Database (ORD), a public repository of structured organic reaction records. Task: describe an organic reaction: reactants, conditions, products, and yield Run at time 6 hour. Procedure: To a solution of the TFA salt of 56 (1 mmol) in MeCN was added TEA (1.5 mmol) and (1-bromo-ethyl)-benzene (1 mmol) and the resulting mixture was stirred at RT for 6 h. After the reaction was complete, the solvent was removed and the residue was purified by preparative HPLC on a 30×100 mm C18 ODB column eluting with MeCN/H2O to afford 0.120 g (24.6%) of I-61. Reactants: C(=O)(C(F)(F)F)O (TFA), BrC=1C(=NC(=NC1)NC1CCNCC1)OC1=C(C=C(C#N)C=C1C)C (4-[5-Bromo-2-(piperidin-4-ylamino)pyrimidin-4-yloxy]-3,5-dimethyl-benzonitrile), TEA, BrC(C)C1=CC=CC=C1 ((1-bromo-ethyl)-benzene). Product: BrC=1C(=NC(=NC1)NC1CCN(CC1)C(C)C1=CC=CC=C1)OC1=C(C=C(C#N)C=C1C)C (4-{5-Bromo-2-[1-(1-phenyl-ethyl)-piperidin-4-ylamino]-pyrimidin-4-yloxy}-3,5-dimethyl-benzonitrile). As a reaction SMILES: C(O)(C(F)(F)F)=O.[Br:8][C:9]1[C:10]([O:22][C:23]2[C:30]([CH3:31])=[CH:29][C:26]([C:27]#[N:28])=[CH:25][C:24]=2[CH3:32])=[N:11][C:12]([NH:15][CH:16]2[CH2:21][CH2:20][NH:19][CH2:18][CH2:17]2)=[N:13][CH:14]=1.Br[CH:34]([C:36]1[CH:41]=[CH:40][CH:39]=[CH:38][CH:37]=1)[CH3:35]>CC#N>[Br:8][C:9]1[C:10]([O:22][C:23]2[C:30]([CH3:31])=[CH:29][C:26]([C:27]#[N:28])=[CH:25][C:24]=2[CH3:32])=[N:11][C:12]([NH:15][CH:16]2[CH2:17][CH2:18][N:19]([CH:34]([C:36]3[CH:41]=[CH:40][CH:39]=[CH:38][CH:37]=3)[CH3:35])[CH2:20][CH2:21]2)=[N:13][CH:14]=1. The solvent is CC#N (MeCN). Starting materials: NC([C@H](CCC(=O)OC(C)(C)C)N1C(C2=CC=CC(=C2C1)O)=O)=O ((S)-tert-Butyl 5-amino-4-(4-hydroxy-1-oxoisoindolin-2-yl)-5-oxopentanoate), Cl.ClCC1=CC=C(CN2CCOCC2)C=C1 (4-(4-(chloromethyl)benzyl)morpholine hydrochloride), C([O-])([O-])=O.[K+].[K+] (potassium carbonate), CN(C)C=O (DMF). Solvent: O (water), C(C)(=O)OCC (ethyl acetate). Reaction conditions: temperature 45 celsius, time 18 hour. Yields the product NC([C@H](CCC(=O)OC(C)(C)C)N1C(C2=CC=CC(=C2C1)OCC1=CC=C(C=C1)CN1CCOCC1)=O)=O ((S)-tert-butyl 5-amino-4-(4-((4-(morpholinomethyl)benzyl)oxy)-1-oxoisoindolin-2-yl)-5-oxopentanoate). The yield is 85.9%. Reaction SMILES: [NH2:1][C:2](=[O:24])[C@@H:3]([N:13]1[CH2:21][C:20]2[C:15](=[CH:16][CH:17]=[CH:18][C:19]=2[OH:22])[C:14]1=[O:23])[CH2:4][CH2:5][C:6]([O:8][C:9]([CH3:12])([CH3:11])[CH3:10])=[O:7].Cl.Cl[CH2:27][C:28]1[CH:40]=[CH:39][C:31]([CH2:32][N:33]2[CH2:38][CH2:37][O:36][CH2:35][CH2:34]2)=[CH:30][CH:29]=1.C(=O)([O-])[O-].[K+].[K+].CN(C=O)C>O.C(OCC)(=O)C>[NH2:1][C:2](=[O:24])[C@@H:3]([N:13]1[CH2:21][C:20]2[C:15](=[CH:16][CH:17]=[CH:18][C:19]=2[O:22][CH2:27][C:28]2[CH:29]=[CH:30][C:31]([CH2:32][N:33]3[CH2:38][CH2:37][O:36][CH2:35][CH2:34]3)=[CH:39][CH:40]=2)[C:14]1=[O:23])[CH2:4][CH2:5][C:6]([O:8][C:9]([CH3:10])([CH3:12])[CH3:11])=[O:7] |f:1.2,3.4.5|. Procedure details: (S)-tert-Butyl 5-amino-4-(4-hydroxy-1-oxoisoindolin-2-yl)-5-oxopentanoate (160 g), 4-(4-(chloromethyl)benzyl)morpholine hydrochloride (138 g, 0.87×) and potassium carbonate (165 g, 1.04×) were added to DMF (960 mL, 6×) in a 5 liter jacketed vessel. The mixture was heated to 40 to 50° C. and agitated for 12 to 24 hours. The mixture was cooled to 25 to 35° C., then ethyl acetate (1600 mL, 10×) and water (1600 mL, 10×) were added. The mixture was agitated at 25 to 35° C., settled, and split. Additi... The solvent is C1=CC=CC=C1 (benzene). Procedure: In a 50 ml autoclave were charged 38.7 mg (0.0488 mmol) of (S,R)-biphemphos, 3.1 mg (0.012 mmol) of Rh(acac)(CO)2, and a solution of 1250 mg (12.0 mmol) of styrene in 2.4 ml of benzene, and hydrogen and carbon monoxide were fed thereto each to a partial pressure of 50 atm. The mixture was stirred at 60° C. for 42 hours. A conversion of the starting olefin and an aldehyde production ratio were determined by 1H-NMR (internal standard: diphenylmethane) analysis, and an optical purity (enantiomer ex... Conditions: temperature 60 celsius, time 42 hour. Product: C1(=CC=CC=C1)[C@@H](C=O)C ((S)-(+)-2-Phenylpropanal). Reactants: Rh(acac)(CO)2, [C]=O (carbon monoxide), C=CC1=CC=CC=C1 (styrene), olefin, aldehyde, C1(=CC=CC=C1)C(C=O)C.C1(=CC=CC=C1)CCC=O (2-phenylpropanal 3-phenylpropanal), carboxylic acid, C1(=CC=CC=C1)CC1=CC=CC=C1 (diphenylmethane), C=CC1=CC=CC=C1 (styrene), [H][H] (hydrogen), aldehyde. RXN SMILES: C=CC1C=CC=CC=1.[H][H].[C]=O.C1(CC2C=CC=CC=2)C=CC=CC=1.[C:26]1([CH:32]([CH3:35])[CH:33]=[O:34])[CH:31]=[CH:30][CH:29]=[CH:28][CH:27]=1.C1(CCC=O)C=CC=CC=1>C1C=CC=CC=1>[C:26]1([C@H:32]([CH3:35])[CH:33]=[O:34])[CH:31]=[CH:30][CH:29]=[CH:28][CH:27]=1 |f:4.5,^3:10|. The reactants are CC(C)(C)OC(=O)NC1CCC(Nc2c([N+](=O)[O-])cnc3c2ccn3S(=O)(=O)c2ccccc2)C1, CC(=O)O, [H][H], [OH-], [OH-], [Pd+2]. The product is CC(C)(C)OC(=O)NC1CCC(Nc2c(N)cnc3c2ccn3S(=O)(=O)c2ccccc2)C1. Reaction SMILES: [C:1]([CH3:2])([CH3:3])([CH3:4])[O:5][C:6]([NH:7][CH:8]1[CH2:9][CH:10]([NH:13][c:14]2[c:15]3[c:16]([n:17][cH:18][c:19]2[N+:20]([O-:21])=[O:22])[n:23]([S:26](=[O:27])(=[O:28])[c:29]2[cH:30][cH:31][cH:32][cH:33][cH:34]2)[cH:24][cH:25]3)[CH2:11][CH2:12]1)=[O:35].[CH3:38][C:39](=[O:40])[OH:41].[H:36][H:37].[OH-:42].[OH-:44].[Pd+2:43]>>[C:1]([CH3:2])([CH3:3])([CH3:4])[O:5][C:6]([NH:7][CH:8]1[CH2:9][CH:10]([NH:13][c:14]2[c:15]3[c:16]([n:17][cH:18][c:19]2[NH2:20])[n:23]([S:26](=[O:27])(=[O:28])[c:29]2[cH:30][cH:31][cH:32][cH:33][cH:34]2)[cH:24][cH:25]3)[CH2:11][CH2:12]1)=[O:35]. The reactants are BrC=1C=C2C(N(C=NC2=CC1)C)=O (6-bromo-3-methylquinazolin-4(3H)-one), [Cl-].C(C)(C)(C)OC(C[Zn+])=O (2-tert-butoxy-2-oxoethylzinc chloride), C(C)OCC (diethyl ether). Reagents/catalysts: C=1C=CC(=CC1)/C=C/C(=O)/C=C/C2=CC=CC=C2.C=1C=CC(=CC1)/C=C/C(=O)/C=C/C2=CC=CC=C2.C=1C=CC(=CC1)/C=C/C(=O)/C=C/C2=CC=CC=C2.[Pd].[Pd] (tris(dibenzylideneacetone)dipalladium), CC(C)(C)P([C-]1C=CC=C1)C(C)(C)C.C1=CC=C(C=C1)[C-]2C(=C(C(=C2C3=CC=CC=C3)C4=CC=CC=C4)C5=CC=CC=C5)C6=CC=CC=C6.[Fe+2] (Q-phos). The solvent is C1CCOC1 (THF). Conditions: temperature 50 celsius. The product is CN1C=NC2=CC=C(C=C2C1=O)CC(=O)OC(C)(C)C (tert-butyl 2-(3-methyl-4-oxo-3,4-dihydroquinazolin-6-yl)acetate). RXN SMILES: Br[C:2]1[CH:3]=[C:4]2[C:9](=[CH:10][CH:11]=1)[N:8]=[CH:7][N:6]([CH3:12])[C:5]2=[O:13].[Cl-].[C:15]([O:19][C:20](=[O:23])[CH2:21][Zn+])([CH3:18])([CH3:17])[CH3:16].C(OCC)C>C1COCC1.C1C=CC(/C=C/C(/C=C/C2C=CC=CC=2)=O)=CC=1.C1C=CC(/C=C/C(/C=C/C2C=CC=CC=2)=O)=CC=1.C1C=CC(/C=C/C(/C=C/C2C=CC=CC=2)=O)=CC=1.[Pd].[Pd].CC(P(C(C)(C)C)[C-]1C=CC=C1)(C)C.C1C=CC([C-]2C(C3C=CC=CC=3)=C(C3C=CC=CC=3)C(C3C=CC=CC=3)=C2C2C=CC=CC=2)=CC=1.[Fe+2]>[CH3:12][N:6]1[C:5](=[O:13])[C:4]2[C:9](=[CH:10][CH:11]=[C:2]([CH2:21][C:20]([O:19][C:15]([CH3:18])([CH3:17])[CH3:16])=[O:23])[CH:3]=2)[N:8]=[CH:7]1 |f:1.2,5.6.7.8.9,10.11.12|. Procedure: To a solution of 6-bromo-3-methylquinazolin-4(3H)-one (0.485 g, 2.0 mmol), tris(dibenzylideneacetone)dipalladium (0) (0.19 g, 0.20 mmol) and Q-phos (0.20 g) in 40 mL of THF was added 2-tert-butoxy-2-oxoethylzinc chloride 0.5 M in diethyl ether (8.1 ml, 4.1 mmol). The reaction was heated at 50° C. for 16 hours and was quenched with 40 mL of satd. NH4Cl. The mixture was diluted with 60 mL of EtOAc. The organic phase was separated, washed with brine, dried over Na2SO4 and concentrated in vacuo to g... Procedure: (5-Bromo-2-thienyl)-1,4,5,6-tetrahydropyridazin-6-one was prepared as in Example 41 condensing 2-bromothiophene and succinic anhydride with aluminum chloride followed by reaction with hydrazine in ethanol. As a reaction SMILES: [Br:1][C:2]1[S:3][CH:4]=[CH:5][CH:6]=1.[C:7]1(=O)[O:12][C:10](=O)[CH2:9][CH2:8]1.[Cl-].[Al+3].[Cl-].[Cl-].[NH2:18][NH2:19]>C(O)C>[Br:1][C:2]1[S:3][C:4]([N:18]2[C:10](=[O:12])[CH2:9][CH2:8][CH:7]=[N:19]2)=[CH:5][CH:6]=1 |f:2.3.4.5|. The solvent is C(C)O (ethanol). The product is BrC1=CC=C(S1)N1N=CCCC1=O ((5-Bromo-2-thienyl)-1,4,5,6-tetrahydropyridazin-6-one). Reactants: BrC=1SC=CC1 (2-bromothiophene), C1(CCC(=O)O1)=O (succinic anhydride), [Cl-].[Al+3].[Cl-].[Cl-] (aluminum chloride), NN (hydrazine). The reactants are ClC1=CC(=NC(=N1)NC)N1C[C@H](CC[C@H]1C)C(=O)NCC1=CC=CC=C1 ((3S,6R)-1-[6-Chloro-2-(methylamino)-4-pyrimidinyl]-6-methyl-N-(phenylmethyl)-3-piperidinecarboxamide), CC1(OB(OC1(C)C)C1=CC=C2C=NNC2=C1)C (6-(4,4,5,5-tetramethyl-1,3,2-dioxaborolan-2-yl)-1H-indazole), C1(CCCCC1)P(C1CCCCC1)C1CCCCC1 (tricyclohexylphosphine), [O-]P(=O)([O-])[O-].[K+].[K+].[K+] (K3PO4). The reagents and catalysts are C=1C=CC(=CC1)/C=C/C(=O)/C=C/C2=CC=CC=C2.C=1C=CC(=CC1)/C=C/C(=O)/C=C/C2=CC=CC=C2.C=1C=CC(=CC1)/C=C/C(=O)/C=C/C2=CC=CC=C2.[Pd].[Pd] (Pd2(dba)3). The solvent is O (water), O1CCOCC1 (1,4-dioxane). Reaction conditions: temperature 100 celsius. Product: N1N=CC2=CC=C(C=C12)C1=CC(=NC(=N1)NC)N1C[C@H](CC[C@H]1C)C(=O)NCC1=CC=CC=C1 ((3S,6R)-1-[6-(1H-Indazol-6-yl)-2-(methylamino)-4-pyrimidinyl]-6-methyl-N-(phenylmethyl)-3-piperidinecarboxamide). Isolated yield 71.7%. As a reaction SMILES: Cl[C:2]1[N:7]=[C:6]([NH:8][CH3:9])[N:5]=[C:4]([N:10]2[C@H:15]([CH3:16])[CH2:14][CH2:13][C@H:12]([C:17]([NH:19][CH2:20][C:21]3[CH:26]=[CH:25][CH:24]=[CH:23][CH:22]=3)=[O:18])[CH2:11]2)[CH:3]=1.CC1(C)C(C)(C)OB([C:35]2[CH:43]=[C:42]3[C:38]([CH:39]=[N:40][NH:41]3)=[CH:37][CH:36]=2)O1.C1(P(C2CCCCC2)C2CCCCC2)CCCCC1.[O-]P([O-])([O-])=O.[K+].[K+].[K+]>C1C=CC(/C=C/C(/C=C/C2C=CC=CC=2)=O)=CC=1.C1C=CC(/C=C/C(/C=C/C2C=CC=CC=2)=O)=CC=1.C1C=CC(/C=C/C(/C=C/C2C=CC=CC=2)=O)=CC=1.[Pd].[Pd].O.O1CCOCC1>[NH:41]1[C:42]2[C:38](=[CH:37][CH:36]=[C:35]([C:2]3[N:7]=[C:6]([NH:8][CH3:9])[N:5]=[C:4]([N:10]4[C@H:15]([CH3:16])[CH2:14][CH2:13][C@H:12]([C:17]([NH:19][CH2:20][C:21]5[CH:26]=[CH:25][CH:24]=[CH:23][CH:22]=5)=[O:18])[CH2:11]4)[CH:3]=3)[CH:43]=2)[CH:39]=[N:40]1 |f:3.4.5.6,7.8.9.10.11|. Procedure details: (3S,6R)-1-[6-Chloro-2-(methylamino)-4-pyrimidinyl]-6-methyl-N-(phenylmethyl)-3-piperidinecarboxamide (600 mg, 1.61 mmol), 6-(4,4,5,5-tetramethyl-1,3,2-dioxaborolan-2-yl)-1H-indazole (509 mg, 2.09 mmol, 1.3 equiv), Pd2(dba)3 (110 mg, 0.12 mmol, 0.075 equiv), tricyclohexylphosphine (68 mg, 0.24 mmol, 0.15 equiv), and K3PO4 (579 mg, 2.73 mmol, 1.7 equiv) were charged to a 30 mL microwave vial, followed by addition of 1,4-dioxane (12 mL) and water (4 mL). The mixture was bubbled with argon for 10 mi...